This data is from the Open Reaction Database (ORD), a public repository of structured organic reaction records. The task is: describe an organic reaction: reactants, conditions, products, and yield The reactants are COc1c(Br)ccc2oc(CO)c(C)c12, ClCCl, O. Yields the product COc1c(Br)ccc2oc(C=O)c(C)c12. As a reaction SMILES: [Br:1][c:2]1[cH:3][cH:4][c:5]2[c:6]([c:7]([CH3:12])[c:8]([CH2:10][OH:11])[o:9]2)[c:13]1[O:14][CH3:15].[Cl:16][CH2:17][Cl:18].[OH2:19]>>[Br:1][c:2]1[cH:3][cH:4][c:5]2[c:6]([c:7]([CH3:12])[c:8]([CH:10]=[O:11])[o:9]2)[c:13]1[O:14][CH3:15]. Reactants: O=C=Nc1cc(Cl)cc(Cl)c1, Cc1ccc(C)c2c(C)cc(NN)nc12. Product: Cc1ccc(C)c2c(C)cc(NNC(=O)Nc3cc(Cl)cc(Cl)c3)nc12. RXN SMILES: [Cl:16][c:17]1[cH:18][c:19]([N:24]=[C:25]=[O:26])[cH:20][c:21]([Cl:23])[cH:22]1.[NH:1]([NH2:2])[c:3]1[n:4][c:5]2[c:6]([CH3:15])[cH:7][cH:8][c:9]([CH3:14])[c:10]2[c:11]([CH3:13])[cH:12]1>>[NH:1]([NH:2][C:25]([NH:24][c:19]1[cH:18][c:17]([Cl:16])[cH:22][c:21]([Cl:23])[cH:20]1)=[O:26])[c:3]1[n:4][c:5]2[c:6]([CH3:15])[cH:7][cH:8][c:9]([CH3:14])[c:10]2[c:11]([CH3:13])[cH:12]1. Reactants: C#CCC1CCN(C(=O)Oc2ccc(Cl)cc2)CC1, Nc1nc(I)nc2c1ncn2C1OC(CO)C(O)C1O. Product: Nc1nc(C#CCC2CCN(C(=O)Oc3ccc(Cl)cc3)CC2)nc2c1ncn2C1OC(CO)C(O)C1O. RXN SMILES: [CH2:1]([C:2]#[CH:3])[CH:4]1[CH2:5][CH2:6][N:7]([C:10](=[O:11])[O:12][c:13]2[cH:14][cH:15][c:16]([Cl:19])[cH:17][cH:18]2)[CH2:8][CH2:9]1.[I:20][c:21]1[n:22][c:23]([NH2:39])[c:24]2[n:25][cH:26][n:27]([CH:28]3[CH:29]([OH:30])[CH:31]([OH:32])[CH:33]([CH2:34][OH:35])[O:36]3)[c:37]2[n:38]1>>[CH2:1]([C:2]#[C:3][c:21]1[n:22][c:23]([NH2:39])[c:24]2[n:25][cH:26][n:27]([CH:28]3[CH:29]([OH:30])[CH:31]([OH:32])[CH:33]([CH2:34][OH:35])[O:36]3)[c:37]2[n:38]1)[CH:4]1[CH2:5][CH2:6][N:7]([C:10](=[O:11])[O:12][c:13]2[cH:14][cH:15][c:16]([Cl:19])[cH:17][cH:18]2)[CH2:8][CH2:9]1. Reactants: CNC(=O)C(NC(=O)c1nc(-c2ccccc2)n2c1CNCC2)C(C)(C)C, CCN(C(C)C)C(C)C, Clc1ncccn1, CN(C)C=O. Yields the product CNC(=O)C(NC(=O)c1nc(-c2ccccc2)n2c1CN(c1ncccn1)CC2)C(C)(C)C. Reaction SMILES: [CH3:1][C:2]([CH:3]([C:4](=[O:5])[NH:6][CH3:7])[NH:8][C:9](=[O:10])[c:11]1[n:12][c:13](-[c:20]2[cH:21][cH:22][cH:23][cH:24][cH:25]2)[n:14]2[c:15]1[CH2:16][NH:17][CH2:18][CH2:19]2)([CH3:26])[CH3:27].[CH:28]([N:29]([CH2:30][CH3:31])[CH:32]([CH3:33])[CH3:34])([CH3:35])[CH3:36].[Cl:37][c:38]1[n:39][cH:40][cH:41][cH:42][n:43]1.[O:44]=[CH:45][N:46]([CH3:47])[CH3:48]>>[CH3:1][C:2]([CH:3]([C:4](=[O:5])[NH:6][CH3:7])[NH:8][C:9](=[O:10])[c:11]1[n:12][c:13](-[c:20]2[cH:21][cH:22][cH:23][cH:24][cH:25]2)[n:14]2[c:15]1[CH2:16][N:17]([c:38]1[n:39][cH:40][cH:41][cH:42][n:43]1)[CH2:18][CH2:19]2)([CH3:26])[CH3:27]. Starting materials: C/C(=C\CC=1C(=NC(=NC1C(C)C)N(S(=O)(=O)C)C)C1=CC=C(C=C1)F)/O (Methyl (2E)-3-[4-(4-fluorophenyl)-6-isopropyl-2-(N-methyl-N-methylsulfonyl-amino)pyrimidin-5-yl]propen-1-ol), [Cr](=O)(=O)([O-])O[Cr](=O)(=O)[O-].[NH+]1=CC=CC=C1.[NH+]1=CC=CC=C1 (pyridinium dichromate). The solvent is ClCCl (dichloromethane), ClCCl (dichloromethane). Conditions: time 15 minute. The product is FC1=CC=C(C=C1)C1=NC(=NC(=C1/C=C/C=O)C(C)C)N(S(=O)(=O)C)C ((2E)-3-[4-(4-fluorophenyl)-6-isopropyl-2-(N-methyl-N-methylsulfonylamino)pyrimidin-5-yl]-propenal). As a reaction SMILES: C/[C:2](/[OH:27])=[CH:3]\[CH2:4][C:5]1[C:6]([C:20]2[CH:25]=[CH:24][C:23]([F:26])=[CH:22][CH:21]=2)=[N:7][C:8]([N:14]([CH3:19])[S:15]([CH3:18])(=[O:17])=[O:16])=[N:9][C:10]=1[CH:11]([CH3:13])[CH3:12].[Cr](O[Cr]([O-])(=O)=O)([O-])(=O)=O.[NH+]1C=CC=CC=1.[NH+]1C=CC=CC=1>ClCCl>[F:26][C:23]1[CH:22]=[CH:21][C:20]([C:6]2[C:5](/[CH:4]=[CH:3]/[CH:2]=[O:27])=[C:10]([CH:11]([CH3:13])[CH3:12])[N:9]=[C:8]([N:14]([CH3:19])[S:15]([CH3:18])(=[O:17])=[O:16])[N:7]=2)=[CH:25][CH:24]=1 |f:1.2.3|. Procedure details: Methyl (2E)-3-[4-(4-fluorophenyl)-6-isopropyl-2-(N-methyl-N-methylsulfonyl-amino)pyrimidin-5-yl]propen-1-ol (5.1 g) was added to molecular sieves (1 g) in dichloromethane (50 ml) and stirred for 15 min at room temperature. A solution of pyridinium dichromate (6.07 g) in dichloromethane (20 ml) was added to the above reaction mixture and continued stirring for 5 h at room temperature. After completion of the reaction, the reaction mass was filtered through a column of silica gel (230-400 mesh) an... Starting materials: Cl.COC([C@H](CN)NC(=O)C1=CC=C(C=C1)C1=CC=C(C=C1)C(F)(F)F)=O (3-amino-(2S)-[(4′-trifluoromethyl-biphenyl-4-carbonyl)-amino]-propionic acid methyl ester hydrochloride), C(C)(C)N(CC)C(C)C (diisopropylethylamine), C1(=CC=C(C=C1)S(=O)(=O)Cl)C1=CC=CC=C1 (Biphenyl-4-sulfonyl chloride). Run in ClCCl (dichloromethane), ClCCl (dichloromethane). Run at time 10 minute. Yields the product COC(C(CNS(=O)(=O)C1=CC=C(C=C1)C1=CC=CC=C1)NC(=O)C1=CC=C(C=C1)C1=CC=C(C=C1)C(F)(F)F)=O (3-(Biphenyl-4-sulfonylamino)-2-[(4′-trifluoromethyl-biphenyl-4-carbonyl)-amino]-propionic acid methyl ester). Reaction SMILES: Cl.[CH3:2][O:3][C:4](=[O:27])[C@@H:5]([NH:8][C:9]([C:11]1[CH:16]=[CH:15][C:14]([C:17]2[CH:22]=[CH:21][C:20]([C:23]([F:26])([F:25])[F:24])=[CH:19][CH:18]=2)=[CH:13][CH:12]=1)=[O:10])[CH2:6][NH2:7].C(N(C(C)C)CC)(C)C.[C:37]1([C:47]2[CH:52]=[CH:51][CH:50]=[CH:49][CH:48]=2)[CH:42]=[CH:41][C:40]([S:43](Cl)(=[O:45])=[O:44])=[CH:39][CH:38]=1>ClCCl>[CH3:2][O:3][C:4](=[O:27])[CH:5]([NH:8][C:9]([C:11]1[CH:16]=[CH:15][C:14]([C:17]2[CH:22]=[CH:21][C:20]([C:23]([F:25])([F:24])[F:26])=[CH:19][CH:18]=2)=[CH:13][CH:12]=1)=[O:10])[CH2:6][NH:7][S:43]([C:40]1[CH:39]=[CH:38][C:37]([C:47]2[CH:52]=[CH:51][CH:50]=[CH:49][CH:48]=2)=[CH:42][CH:41]=1)(=[O:45])=[O:44] |f:0.1|. Procedure: To 3-amino-(2S)-[(4′-trifluoromethyl-biphenyl-4-carbonyl)-amino]-propionic acid methyl ester hydrochloride (0.100 g, 0.273 mmol) prepared as per the above listed example 656 was added dry dichloromethane (10 ml) followed by diisopropylethylamine (0.095 g, 0.738 mmol) and stirred for 10 min. To this mixture at 0° C. was added Biphenyl-4-sulfonyl chloride (0.062 g, 0273 mmol) and the reaction was stirred at ambient temperature. After 2 hrs the reaction mixture was diluted with dichloromethane and ...